This data is from the Open Reaction Database (ORD), a public repository of structured organic reaction records. The task is: describe an organic reaction: reactants, conditions, products, and yield Starting materials: COC=1C=C(C(C(=O)O)=CC1)C=O (4-methoxyphthalaldehydic acid), C(C)(=O)[O-].[Na+] (sodium acetate), S1C(=S)NC(=O)C1 (rhodanine), C(C)(=O)O (acetic acid). Run in O (water). Yields the product C(=O)(O)C1=C(C=C2C(NC(S2)=S)=O)C=C(C=C1)OC (5-(2-carboxy-5-methoxybenzylidene)rhodanine). Reaction SMILES: [CH3:1][O:2][C:3]1[CH:4]=[C:5]([CH:12]=O)[C:6](=[CH:10][CH:11]=1)[C:7]([OH:9])=[O:8].[S:14]1[CH2:20][C:18](=[O:19])[NH:17][C:15]1=[S:16].C(O)(=O)C.C([O-])(=O)C.[Na+]>O>[C:7]([C:6]1[CH:10]=[CH:11][C:3]([O:2][CH3:1])=[CH:4][C:5]=1[CH:12]=[C:20]1[S:14][C:15](=[S:16])[NH:17][C:18]1=[O:19])([OH:9])=[O:8] |f:3.4|. Reported procedure: To a stirred hot solution of 4.23 g. (23.5 mM) of 4-methoxyphthalaldehydic acid and 3.13 g. (23.5 mM) of rhodanine in 16.5 ml. of acetic acid is added 6.33 g. (77.2 mM) of anhydrous sodium acetate. The resulting hot solution is refluxed for 0.5 hour, whereupon a solid yellow mass forms. The mixture is cooled, poured into water, to yield 5-(2-carboxy-5-methoxybenzylidene)rhodanine. The reactants are N1=CC(=CC=C1)N(C(=O)C1=CC2=C(N(C(=N2)CNC2=CC=C(C=C2)C#N)C)C=C1)CCC(=O)OCC (1-methyl-2-[N-(4-cyanophenyl)aminomethyl]benzimidazol-5-yl-carboxylic acid-N-(3-pyridyl)-N-(2-ethoxycarbonylethyl)amide), Cl (hydrochloric acid), C(C)O (ethanol), C([O-])([O-])=O.[NH4+].[NH4+] (ammonium carbonate), C27H29N7O3. Solvent: ClCCl.C(C)O (dichloromethane ethanol). The product is Cl.Cl.N1=CC(=CC=C1)N(C(=O)C1=CC2=C(N(C(=N2)CNC2=CC=C(C=C2)C(N)=N)C)C=C1)CCC(=O)OCC (1-Methyl-2-[N-(4-amidinophenyl)aminomethyl]benzimidazol-5-yl-carboxylic acid-N-(3-pyridyl)-N-(2-ethoxycarbonylethyl)amide dihydrochloride). Isolated yield 86.0%. Reaction SMILES: [N:1]1[CH:6]=[CH:5][CH:4]=[C:3]([N:7]([CH2:30][CH2:31][C:32]([O:34][CH2:35][CH3:36])=[O:33])[C:8]([C:10]2[CH:29]=[CH:28][C:13]3[N:14]([CH3:27])[C:15]([CH2:17][NH:18][C:19]4[CH:24]=[CH:23][C:22]([C:25]#[N:26])=[CH:21][CH:20]=4)=[N:16][C:12]=3[CH:11]=2)=[O:9])[CH:2]=1.[ClH:37].C(O)C.C(=O)([O-])[O-].[NH4+:45].[NH4+]>ClCCl.C(O)C>[ClH:37].[ClH:37].[N:1]1[CH:6]=[CH:5][CH:4]=[C:3]([N:7]([CH2:30][CH2:31][C:32]([O:34][CH2:35][CH3:36])=[O:33])[C:8]([C:10]2[CH:29]=[CH:28][C:13]3[N:14]([CH3:27])[C:15]([CH2:17][NH:18][C:19]4[CH:20]=[CH:21][C:22]([C:25](=[NH:45])[NH2:26])=[CH:23][CH:24]=4)=[N:16][C:12]=3[CH:11]=2)=[O:9])[CH:2]=1 |f:3.4.5,6.7,8.9.10|. Procedure: Prepared analogously to Example 25d from 1-methyl-2-[N-(4-cyanophenyl)aminomethyl]benzimidazol-5-yl-carboxylic acid-N-(3-pyridyl)-N-(2-ethoxycarbonylethyl)amide and ethanolic hydrochloric acid, ethanol, and ammonium carbonate. Yield: 86% of theory, C27H29N7O3 (499.6); Rf value: 0.09 (silica gel; dichloromethane/ethanol=4:1); EKA mass spectrum: (M+H)+=500.